This data is from the Open Reaction Database (ORD), a public repository of structured organic reaction records. The task is: describe an organic reaction: reactants, conditions, products, and yield RXN SMILES: [NH2:1][C:2]1[C:7]([N+:8]([O-])=O)=[C:6]([N:11]2[CH2:16][CH2:15][N:14]([CH2:17][C:18]([NH:20][C:21]3[CH:22]=[N:23][CH:24]=[CH:25][CH:26]=3)=[O:19])[CH2:13][CH2:12]2)[C:5]([Br:27])=[CH:4][N:3]=1.[CH3:28][N:29]([CH3:38])[C:30]1[CH:37]=[CH:36][C:33]([CH:34]=O)=[CH:32][CH:31]=1.[O-]S(S([O-])=O)=O.[Na+].[Na+]>C(O)C>[Br:27][C:5]1[C:6]([N:11]2[CH2:16][CH2:15][N:14]([CH2:17][C:18]([NH:20][C:21]3[CH:22]=[N:23][CH:24]=[CH:25][CH:26]=3)=[O:19])[CH2:13][CH2:12]2)=[C:7]2[N:8]=[C:34]([C:33]3[CH:36]=[CH:37][C:30]([N:29]([CH3:38])[CH3:28])=[CH:31][CH:32]=3)[NH:1][C:2]2=[N:3][CH:4]=1 |f:2.3.4|. Procedure: To a mixture of 2-(4-(2-amino-5-bromo-3-nitropyridin-4-yl)piperazin-1-yl)-N-(pyridin-3-yl)acetamide (0.052 g, 0.12 mmol), ethanol (3.5 ml), and 4-dimethylaminobenzaldehyde (0.025 g, 0.17 mmol) was added a freshly prepared aqueous solution of Na2S2O4 (1M; 0.48 ml, 0.48 mmol). The reaction mixture was heated at 70° C. for 5.5 h, then allowed to cool to room temperature and the solvents were removed in vacuo. The residue was absorbed on silica gel and the free running powder was placed on a 10 g is... Reactants: NC1=NC=C(C(=C1[N+](=O)[O-])N1CCN(CC1)CC(=O)NC=1C=NC=CC1)Br (2-(4-(2-amino-5-bromo-3-nitropyridin-4-yl)piperazin-1-yl)-N-(pyridin-3-yl)acetamide), CN(C1=CC=C(C=O)C=C1)C (4-dimethylaminobenzaldehyde), [O-]S(=O)S(=O)[O-].[Na+].[Na+] (Na2S2O4). The solvent is C(C)O (ethanol). Yields the product BrC=1C(=C2C(=NC1)NC(=N2)C2=CC=C(C=C2)N(C)C)N2CCN(CC2)CC(=O)NC=2C=NC=CC2 (2-(4-(6-Bromo-2-(4-(dimethylamino)phenyl)-3H-imidazo[4,5-b]pyridin-7-yl)piperazin-1-yl)-N-(pyridin-3-yl)acetamide). Conditions: temperature 70 celsius.